From a dataset of the Open Reaction Database (ORD), a public repository of structured organic reaction records. describe an organic reaction: reactants, conditions, products, and yield Reaction SMILES: [C:24](=[O:25])([OH:26])[O-:27].[CH3:18][CH2:19][O:20][C:21](=[O:22])[CH3:23].[N+:1]([O-:2])(=[O:3])[c:4]1[cH:5][c:6]([CH2:10][C:11]#[N:12])[cH:7][cH:8][cH:9]1.[Na+:28].[OH2:13].[OH2:14].[Sn:15]([Cl:16])[Cl:17]>>[NH2:1][c:4]1[cH:5][c:6]([CH2:10][C:11]#[N:12])[cH:7][cH:8][cH:9]1. The reactants are O=C([O-])O, CCOC(C)=O, N#CCc1cccc([N+](=O)[O-])c1, [Na+], O, O, Cl[Sn]Cl. The product is N#CCc1cccc(N)c1. The reactants are C1(CCC1)CN(C=1C(=NN2C1SC=C2C2=C(C=C(C=C2OC)COC)OC)OC)C2CCOCC2 (N-(cyclobutylmethyl)-3-[2,6-dimethoxy-4-(methoxymethyl)phenyl]-6-methoxy-N-(tetrahydro-2H-pyran-4-yl)pyrazolo[5,1-b][1,3]thiazole-7-amine), C(C)O (ethanol), S(O)(O)(=O)=O (sulfuric acid). The solvent is C(C)(=O)OCC (ethyl acetate). Reaction conditions: time 2 hour. Product: S(=O)(=O)(O)O.C1(CCC1)CN(C=1C(=NN2C1SC=C2C2=C(C=C(C=C2OC)COC)OC)OC)C2CCOCC2 (N-(Cyclobutylmethyl)-3-[2,6-dimethoxy-4-(methoxymethyl)phenyl]-6-methoxy-N-(tetrahydro-2H-pyran-4-yl)pyrazolo[5,1-b][1,3]thiazole-7-amine sulfate). Reaction SMILES: [CH:1]1([CH2:5][N:6]([CH:30]2[CH2:35][CH2:34][O:33][CH2:32][CH2:31]2)[C:7]2[C:8]([O:28][CH3:29])=[N:9][N:10]3[C:14]([C:15]4[C:20]([O:21][CH3:22])=[CH:19][C:18]([CH2:23][O:24][CH3:25])=[CH:17][C:16]=4[O:26][CH3:27])=[CH:13][S:12][C:11]=23)[CH2:4][CH2:3][CH2:2]1.C(O)C.[S:39](=[O:43])(=[O:42])([OH:41])[OH:40]>C(OCC)(=O)C>[S:39]([OH:43])([OH:42])(=[O:41])=[O:40].[CH:1]1([CH2:5][N:6]([CH:30]2[CH2:31][CH2:32][O:33][CH2:34][CH2:35]2)[C:7]2[C:8]([O:28][CH3:29])=[N:9][N:10]3[C:14]([C:15]4[C:20]([O:21][CH3:22])=[CH:19][C:18]([CH2:23][O:24][CH3:25])=[CH:17][C:16]=4[O:26][CH3:27])=[CH:13][S:12][C:11]=23)[CH2:4][CH2:3][CH2:2]1 |f:4.5|. Procedure details: To a mixture of N-(cyclobutylmethyl)-3-[2,6-dimethoxy-4-(methoxymethyl)phenyl]-6-methoxy-N-(tetrahydro-2H-pyran-4-yl)pyrazolo[5,1-b][1,3]thiazole-7-amine (99.0 mg), ethanol (2 mL) and ethyl acetate (1 mL) was added concentrated sulfuric acid (10.5 μL). The mixture was stirred at room temperature for 2 hours and the solvent was distilled off under reduced pressure and dried to obtain the title compound (120.4 mg). Reactants: CC(C)(C)OC(=O)CBr, O=C([O-])[O-], CCOC(C)=O, [K+], [K+], CN(C)C=O, O, O=C1NC(c2ccccc2)(c2ccccc2)C(=O)N1C(=O)c1cccc2ccccc12. The product is CC(C)(C)OC(=O)CN1C(=O)N(C(=O)c2cccc3ccccc23)C(=O)C1(c1ccccc1)c1ccccc1. As a reaction SMILES: [Br:32][CH2:33][C:34](=[O:35])[O:36][C:37]([CH3:38])([CH3:39])[CH3:40].[C:41](=[O:42])([O-:43])[O-:44].[CH3:53][CH2:54][O:55][C:56](=[O:57])[CH3:58].[K+:45].[K+:46].[O:48]=[CH:49][N:50]([CH3:51])[CH3:52].[OH2:47].[c:1]1([C:11](=[O:12])[N:13]2[C:14](=[O:31])[NH:15][C:16]([c:19]3[cH:20][cH:21][cH:22][cH:23][cH:24]3)([c:25]3[cH:26][cH:27][cH:28][cH:29][cH:30]3)[C:17]2=[O:18])[cH:2][cH:3][cH:4][c:5]2[cH:6][cH:7][cH:8][cH:9][c:10]12>>[c:1]1([C:11](=[O:12])[N:13]2[C:14](=[O:31])[N:15]([CH2:33][C:34](=[O:35])[O:36][C:37]([CH3:38])([CH3:39])[CH3:40])[C:16]([c:19]3[cH:20][cH:21][cH:22][cH:23][cH:24]3)([c:25]3[cH:26][cH:27][cH:28][cH:29][cH:30]3)[C:17]2=[O:18])[cH:2][cH:3][cH:4][c:5]2[cH:6][cH:7][cH:8][cH:9][c:10]12. Starting materials: CC(C)(C)OC(=O)N1CCc2c(sc3ncnc(Nc4ccc(OCc5ccccn5)c(Cl)c4)c23)C1, ClCCl, O=C(O)C(F)(F)F. Yields the product Clc1cc(Nc2ncnc3sc4c(c23)CCNC4)ccc1OCc1ccccn1. As a reaction SMILES: [C:1]([O:2][C:3](=[O:4])[N:8]1[CH2:9][CH2:10][c:11]2[c:12]3[c:13]([NH:21][c:22]4[cH:23][c:24]([Cl:36])[c:25]([O:28][CH2:29][c:30]5[n:31][cH:32][cH:33][cH:34][cH:35]5)[cH:26][cH:27]4)[n:14][cH:15][n:16][c:17]3[s:18][c:19]2[CH2:20]1)([CH3:5])([CH3:6])[CH3:7].[Cl:44][CH2:45][Cl:46].[F:37][C:38]([F:39])([F:40])[C:41]([OH:42])=[O:43]>>[NH:8]1[CH2:9][CH2:10][c:11]2[c:12]3[c:13]([NH:21][c:22]4[cH:23][c:24]([Cl:36])[c:25]([O:28][CH2:29][c:30]5[n:31][cH:32][cH:33][cH:34][cH:35]5)[cH:26][cH:27]4)[n:14][cH:15][n:16][c:17]3[s:18][c:19]2[CH2:20]1. Reactants: CCN=C=NCCCN(C)C, CCN(C(C)C)C(C)C, O=C(O)C(F)(F)F, NCC(=O)N1CCN(C(=O)c2ccccc2C(F)(F)F)CC1, CN(C)C=O, O, On1nnc2ccccc21, O=C(O)c1ccc(-c2ccsc2)cc1. Reaction SMILES: [CH3:34][CH2:35][N:36]=[C:37]=[N:38][CH2:39][CH2:40][CH2:41][N:42]([CH3:43])[CH3:44].[CH:1]([N:2]([CH2:3][CH3:4])[CH:5]([CH3:6])[CH3:7])([CH3:8])[CH3:9].[F:45][C:46]([F:47])([F:48])[C:49]([OH:50])=[O:51].[NH2:52][CH2:53][C:54](=[O:55])[N:56]1[CH2:57][CH2:58][N:59]([C:62]([c:63]2[c:64]([C:69]([F:70])([F:71])[F:72])[cH:65][cH:66][cH:67][cH:68]2)=[O:73])[CH2:60][CH2:61]1.[O:74]=[CH:75][N:76]([CH3:77])[CH3:78].[OH2:79].[OH:24][n:25]1[c:26]2[c:27]([cH:28][cH:29][cH:30][cH:31]2)[n:32][n:33]1.[s:10]1[cH:11][c:12](-[c:15]2[cH:16][cH:17][c:18]([C:19](=[O:20])[OH:21])[cH:22][cH:23]2)[cH:13][cH:14]1>>[s:10]1[cH:11][c:12](-[c:15]2[cH:16][cH:17][c:18]([C:19](=[O:21])[NH:52][CH2:53][C:54](=[O:55])[N:56]3[CH2:57][CH2:58][N:59]([C:62]([c:63]4[c:64]([C:69]([F:70])([F:71])[F:72])[cH:65][cH:66][cH:67][cH:68]4)=[O:73])[CH2:60][CH2:61]3)[cH:22][cH:23]2)[cH:13][cH:14]1. The product is O=C(NCC(=O)N1CCN(C(=O)c2ccccc2C(F)(F)F)CC1)c1ccc(-c2ccsc2)cc1.